From a dataset of the Open Reaction Database (ORD), a public repository of structured organic reaction records. describe an organic reaction: reactants, conditions, products, and yield The reactants are Cc1cc(Br)ccc1N1CCC2(CCOCC2)C1=O, CC(C)(C)[O-], CC(C)c1cc(C(C)C)c(-c2ccccc2P(C2CCCCC2)C2CCCCC2)c(C(C)C)c1, OC1CCNCC1, [Na+], O=C(C=Cc1ccccc1)C=Cc1ccccc1, O=C(C=Cc1ccccc1)C=Cc1ccccc1, O=C(C=Cc1ccccc1)C=Cc1ccccc1, [Pd], [Pd]. Yields the product Cc1cc(N2CCC(O)CC2)ccc1N1CCC2(CCOCC2)C1=O. As a reaction SMILES: [Br:35][c:36]1[cH:37][c:38]([CH3:53])[c:39]([N:42]2[C:43](=[O:52])[C:44]3([CH2:45][CH2:46]2)[CH2:47][CH2:48][O:49][CH2:50][CH2:51]3)[cH:40][cH:41]1.[CH3:54][C:55]([CH3:56])([O-:57])[CH3:58].[CH:1]1([P:2]([CH:3]2[CH2:4][CH2:5][CH2:6][CH2:7][CH2:8]2)[c:9]2[cH:10][cH:11][cH:12][cH:13][c:14]2-[c:15]2[c:16]([CH:17]([CH3:18])[CH3:19])[cH:20][c:21]([CH:22]([CH3:23])[CH3:24])[cH:25][c:26]2[CH:27]([CH3:28])[CH3:29])[CH2:30][CH2:31][CH2:32][CH2:33][CH2:34]1.[NH:60]1[CH2:61][CH2:62][CH:63]([OH:66])[CH2:64][CH2:65]1.[Na+:59].[O:105]=[C:106]([CH:107]=[CH:108][c:109]1[cH:110][cH:111][cH:112][cH:113][cH:114]1)[CH:115]=[CH:116][c:117]1[cH:118][cH:119][cH:120][cH:121][cH:122]1.[O:69]=[C:70]([CH:71]=[CH:72][c:73]1[cH:74][cH:75][cH:76][cH:77][cH:78]1)[CH:79]=[CH:80][c:81]1[cH:82][cH:83][cH:84][cH:85][cH:86]1.[O:87]=[C:88]([CH:89]=[CH:90][c:91]1[cH:92][cH:93][cH:94][cH:95][cH:96]1)[CH:97]=[CH:98][c:99]1[cH:100][cH:101][cH:102][cH:103][cH:104]1.[Pd:67].[Pd:68]>>[c:36]1([N:60]2[CH2:61][CH2:62][CH:63]([OH:66])[CH2:64][CH2:65]2)[cH:37][c:38]([CH3:53])[c:39]([N:42]2[C:43](=[O:52])[C:44]3([CH2:45][CH2:46]2)[CH2:47][CH2:48][O:49][CH2:50][CH2:51]3)[cH:40][cH:41]1.